From a dataset of the Open Reaction Database (ORD), a public repository of structured organic reaction records. describe an organic reaction: reactants, conditions, products, and yield Yields the product C(#N)C1=CC=C(COC=2C(=C(C=NC2C)CNC2=CC=C(C#N)C=C2)CF)C=C1 (4-{[5-(4-Cyano-benzyloxy)-4-fluoromethyl-6-methyl-pyridin-3-ylmethyl]-amino}-benzonitrile). Yield: 36.6%. Reported procedure: To a solution of 4-{[5-(4-cyano-benzyloxy)-4-hydroxymethyl-6-methyl-pyridin-3-ylmethyl]-amino}-benzonitrile (8) (1765 mg, 4.60 mmol) in dry dichloromethane (200 mL) was slowly added diethylaminosulfurtrifluoride (DAST) (741 mg, 4.6 mmol) in dry dichloromethane (50 mL) at −78° C. under nitrogen atmosphere. The reaction temperature was warmed to −40° C. and stirred for 30 minutes. The reaction mixture was then poured into a cold solution of saturated aqueous sodium bicarbonate, and the crude produ... Reaction conditions: temperature -40 celsius, time 30 minute. The solvent is ClCCl (dichloromethane), ClCCl (dichloromethane). The reactants are C(#N)C1=CC=C(COC=2C(=C(C=NC2C)CNC2=CC=C(C#N)C=C2)CO)C=C1 (4-{[5-(4-Cyano-benzyloxy)-4-hydroxymethyl-6-methyl-pyridin-3-ylmethyl]-amino}-benzonitrile), C(C)N(CC)S(F)(F)F (diethylaminosulfurtrifluoride), C([O-])(O)=O.[Na+] (sodium bicarbonate). As a reaction SMILES: [C:1]([C:3]1[CH:29]=[CH:28][C:6]([CH2:7][O:8][C:9]2[C:10]([CH2:26]O)=[C:11]([CH2:16][NH:17][C:18]3[CH:25]=[CH:24][C:21]([C:22]#[N:23])=[CH:20][CH:19]=3)[CH:12]=[N:13][C:14]=2[CH3:15])=[CH:5][CH:4]=1)#[N:2].C(N(S(F)(F)[F:36])CC)C.C(=O)(O)[O-].[Na+]>ClCCl>[C:1]([C:3]1[CH:29]=[CH:28][C:6]([CH2:7][O:8][C:9]2[C:10]([CH2:26][F:36])=[C:11]([CH2:16][NH:17][C:18]3[CH:25]=[CH:24][C:21]([C:22]#[N:23])=[CH:20][CH:19]=3)[CH:12]=[N:13][C:14]=2[CH3:15])=[CH:5][CH:4]=1)#[N:2] |f:2.3|. Run in C1CCOC1 (THF). Yields the product C(C)(=O)SCCC(=O)N1[C@H](SC[C@H]1C(=O)N[C@@H](CCSC)C(=O)O)C1=C(C=CC=C1)O ((2S)-N-[(2R,4R)-[3-(S-Acetyl-3-mercaptopropanoyl)-2-(2-hydroxyphenyl)-4-thiazolidinyl]carbonyl]methionine). As a reaction SMILES: [C:1]([S:4][CH2:5][CH2:6][C:7]([N:9]1[C@H:13]([C:14]([OH:16])=O)[CH2:12][S:11][C@@H:10]1[C:17]1[CH:22]=[CH:21][CH:20]=[CH:19][C:18]=1[OH:23])=[O:8])(=[O:3])[CH3:2].CN1CCOCC1.C(Cl)(=O)OCC(C)C.[NH2:39][C@H:40]([C:45]([OH:47])=[O:46])[CH2:41][CH2:42][S:43][CH3:44]>C1COCC1>[C:1]([S:4][CH2:5][CH2:6][C:7]([N:9]1[C@H:13]([C:14]([NH:39][C@H:40]([C:45]([OH:47])=[O:46])[CH2:41][CH2:42][S:43][CH3:44])=[O:16])[CH2:12][S:11][C@@H:10]1[C:17]1[CH:22]=[CH:21][CH:20]=[CH:19][C:18]=1[OH:23])=[O:8])(=[O:3])[CH3:2]. Yield: 22.0%. Procedure details: The suspension of mixed anhydride in THF is prepared by using 5.3 g of (2R,4R)-3-(S-acetyl-3-mercaptopropanoyl)-2-(2-hydroxyphenyl)-4-thiazolidinecarboxylic acid, 1.5 g of N-methylmorpholine and 2.0 g of isobutyl chlorocarbonate. To the suspension the aqueous solution of 4.5 g of L-methionine and 3.0 g of N-methylmorpholine is added, and treated in the same manner as Example 1 to give 1.6 g (66%) of the titled compound. The reactants are N[C@@H](CCSC)C(=O)O (L-methionine), CN1CCOCC1 (N-methylmorpholine), C(OCC(C)C)(=O)Cl (isobutyl chlorocarbonate), anhydride, CN1CCOCC1 (N-methylmorpholine), C(C)(=O)SCCC(=O)N1[C@H](SC[C@H]1C(=O)O)C1=C(C=CC=C1)O ((2R,4R)-3-(S-acetyl-3-mercaptopropanoyl)-2-(2-hydroxyphenyl)-4-thiazolidinecarboxylic acid). Reaction SMILES: [CH2:20]1[CH2:21][CH2:22][NH:23][CH2:24][CH2:25]1.[Cl:15][CH2:16][CH:17]1[CH2:18][O:19]1.[Cl:28][CH2:29][Cl:30].[Na+:27].[OH-:26].[OH:1][c:2]1[cH:3][c:4]([C:8]2=[N:13][NH:12][C:11](=[O:14])[CH2:10][CH2:9]2)[cH:5][cH:6][cH:7]1>>[O:1]([c:2]1[cH:3][c:4]([C:8]2=[N:13][NH:12][C:11](=[O:14])[CH2:10][CH2:9]2)[cH:5][cH:6][cH:7]1)[CH2:16][CH:17]1[CH2:18][O:19]1. Yields the product O=C1CCC(c2cccc(OCC3CO3)c2)=NN1. Starting materials: C1CCNCC1, ClCC1CO1, ClCCl, [Na+], [OH-], O=C1CCC(c2cccc(O)c2)=NN1. The reactants are C1=CC=C(C=C1)P(C2=CC=CC=C2)C3=CC=CC=C3 (Ph3P), ClS(=O)(=O)C=1C=C(C(=O)O)C=CC1OC (3-chlorosulfonyl-4-methoxybenzoic acid), ClS(=O)(=O)C=1C=C(C(=O)OCC)C=CC1OC (ethyl 3-chlorosulfonyl-4-methoxybenzoate), ester, C1(=CC=CC=C1)C (toluene), S(=O)(=O)(OC)OC (dimethyl sulfate), Cl (hydrochloric acid). Run at time 4.5 hour. The product is COC1=C(C=C(C(=S)O)C=C1)C (4-Methoxy-3-methylthiobenzoic acid). Reaction SMILES: C1C=CC(P(C2C=CC=CC=2)C2C=CC=CC=2)=CC=1.ClS(C1C=C(C=CC=1OC)[C:27](O)=[O:28])(=O)=O.Cl[S:36](C1C=C(C=CC=1OC)C(OCC)=O)(=O)=O.S([O:57][CH3:58])(OC)(=O)=O.Cl.[C:60]1([CH3:66])[CH:65]=[CH:64][CH:63]=[CH:62][CH:61]=1>>[CH3:27][O:28][C:61]1[CH:62]=[CH:63][C:64]([C:58]([OH:57])=[S:36])=[CH:65][C:60]=1[CH3:66]. Procedure details: In the course of 10 min, Ph3P (20.5 g, 78 mmol) in a suspension of the mixture of 3-chlorosulfonyl-4-methoxybenzoic acid and ethyl 3-chlorosulfonyl-4-methoxybenzoate (5.1 g, 19.3 mmol, based on the mass average of ester and acid), obtained under b) is introduced in portions into 50 ml of toluene. After addition is complete, the reaction mixture is stirred at RT for 4.5 h. The fine-crystalline precipitate (Ph3P oxide) is filtered off and washed with toluene. The combined filtrates are extracted 4... Reported procedure: The title compound, m.p. 102°-4°, was prepared similarly to the procedure of Example 1(A) from 1-(2-chloro-4-nitrophenyl)piperazine (1.2 g), 4-nitrophenethyl bromide (1.15 g) and sodium bicarbonate (0.85 g). The yield of the title compound was 0.37 g (from ethyl acetate), m.p. 100°-102°. A second batch had an m.p. of 102°-4° (from ethyl acetate/methanol) Yields the product ClC1=C(C=CC(=C1)[N+](=O)[O-])N1CCN(CC1)CCC1=CC=C(C=C1)[N+](=O)[O-] (1-(2-Chloro-4-nitrophenyl)-4-(4-nitrophenethyl)piperazine). Reactants: ClC1=C(C=CC(=C1)[N+](=O)[O-])N1CCNCC1 (1-(2-chloro-4-nitrophenyl)piperazine), [N+](=O)([O-])C1=CC=C(CCBr)C=C1 (4-nitrophenethyl bromide), C([O-])(O)=O.[Na+] (sodium bicarbonate). As a reaction SMILES: [Cl:1][C:2]1[CH:7]=[C:6]([N+:8]([O-:10])=[O:9])[CH:5]=[CH:4][C:3]=1[N:11]1[CH2:16][CH2:15][NH:14][CH2:13][CH2:12]1.[N+:17]([C:20]1[CH:28]=[CH:27][C:23]([CH2:24][CH2:25]Br)=[CH:22][CH:21]=1)([O-:19])=[O:18].C(=O)(O)[O-].[Na+]>>[Cl:1][C:2]1[CH:7]=[C:6]([N+:8]([O-:10])=[O:9])[CH:5]=[CH:4][C:3]=1[N:11]1[CH2:16][CH2:15][N:14]([CH2:25][CH2:24][C:23]2[CH:22]=[CH:21][C:20]([N+:17]([O-:19])=[O:18])=[CH:28][CH:27]=2)[CH2:13][CH2:12]1 |f:2.3|. Reactants: [H-].[Na+] (Sodium hydride), N1C=CC2=CC=CC=C12 (indole), ClS(=O)(=O)C=1C=CC2=C(C1)C=1CN(CCC1O2)C(=O)OC(C)(C)C (tert-butyl 8-(chlorosulfonyl)-3,4-dihydrobenzofuro[3,2-c]pyridine-2(1H)-carboxylate). Solvent: C1CCOC1 (THF). Conditions: time 30 minute. Product: N1(C=CC2=CC=CC=C12)S(=O)(=O)C=1C=CC2=C(C1)C=1CN(CCC1O2)C(=O)OC(C)(C)C (tert-butyl 8-(1H-indol-1-yl-sulfonyl)-3,4-dihydrobenzofuro[3,2-c]pyridine-2(1H)-carboxylate). The yield is 25.6%. RXN SMILES: [H-].[Na+].[NH:3]1[C:11]2[C:6](=[CH:7][CH:8]=[CH:9][CH:10]=2)[CH:5]=[CH:4]1.Cl[S:13]([C:16]1[CH:17]=[CH:18][C:19]2[O:28][C:27]3[CH2:26][CH2:25][N:24]([C:29]([O:31][C:32]([CH3:35])([CH3:34])[CH3:33])=[O:30])[CH2:23][C:22]=3[C:20]=2[CH:21]=1)(=[O:15])=[O:14]>C1COCC1>[N:3]1([S:13]([C:16]2[CH:17]=[CH:18][C:19]3[O:28][C:27]4[CH2:26][CH2:25][N:24]([C:29]([O:31][C:32]([CH3:35])([CH3:34])[CH3:33])=[O:30])[CH2:23][C:22]=4[C:20]=3[CH:21]=2)(=[O:15])=[O:14])[C:11]2[C:6](=[CH:7][CH:8]=[CH:9][CH:10]=2)[CH:5]=[CH:4]1 |f:0.1|. Procedure: Sodium hydride (60% suspension in mineral oil, 19 mg, 0.484 mmol) was added to a solution of indole (42 mg, 0.363 mmol) in THF (1.5 mL) under N2 at room temperature, and the reaction stirred for 30 min. The product of step B (90 mg, 0.242 mmol) was then added and the reaction held for 2 h. It was quenched with H2O (10 mL), diluted with ether (10 mL) and the organic phase removed. The aqueous phase was extracted with ether (2×10 mL) and the combined organic phases dried over Na2SO2 and concentrat... The reactants are COC(=O)C1C(CCC1CSC1=CC=CC=C1)=O (2-oxo-5-phenylthiomethylcyclopentanoic acid methyl ester), BrCC(=O)OCC (ethyl bromoacetate), C([O-])([O-])=O.[K+].[K+] (potassium carbonate). Yields the product COC(=O)C1(C(CCC1CSC1=CC=CC=C1)=O)CC(=O)OCC (1-ethoxycarbonylmethyl-2-oxo-5-phenylthiomethyl-cyclopentanecarboxylic acid methyl ester). Yield: 64.2%. As a reaction SMILES: [CH3:1][O:2][C:3]([CH:5]1[CH:9]([CH2:10][S:11][C:12]2[CH:17]=[CH:16][CH:15]=[CH:14][CH:13]=2)[CH2:8][CH2:7][C:6]1=[O:18])=[O:4].Br[CH2:20][C:21]([O:23][CH2:24][CH3:25])=[O:22].C(=O)([O-])[O-].[K+].[K+]>>[CH3:1][O:2][C:3]([C:5]1([CH2:20][C:21]([O:23][CH2:24][CH3:25])=[O:22])[CH:9]([CH2:10][S:11][C:12]2[CH:17]=[CH:16][CH:15]=[CH:14][CH:13]=2)[CH2:8][CH2:7][C:6]1=[O:18])=[O:4] |f:2.3.4|. Procedure: In accordance with the process of Example 22, 2-oxo-5-phenylthiomethylcyclopentanoic acid methyl ester (792 mg; 3 m mol), ethyl bromoacetate (501 mg; 3 m mol) and potassium carbonate (415 mg; 3 m mol) were used to obtain 674 mg of 1-ethoxycarbonylmethyl-2-oxo-5-phenylthiomethyl-cyclopentanecarboxylic acid methyl ester as a viscous oil. The reactants are ClCCl, CCN(C(C)C)C(C)C, O=C(Cl)OCc1ccccc1, O, OC1CCNCC1. Yields the product O=C(OCc1ccccc1)N1CCC(O)CC1. RXN SMILES: [CH2:29]([Cl:30])[Cl:31].[CH:8]([N:9]([CH2:10][CH3:11])[CH:12]([CH3:13])[CH3:14])([CH3:15])[CH3:16].[Cl:17][C:18](=[O:19])[O:20][CH2:21][c:22]1[cH:23][cH:24][cH:25][cH:26][cH:27]1.[OH2:28].[OH:1][CH:2]1[CH2:3][CH2:4][NH:5][CH2:6][CH2:7]1>>[OH:1][CH:2]1[CH2:3][CH2:4][N:5]([C:18](=[O:19])[O:20][CH2:21][c:22]2[cH:23][cH:24][cH:25][cH:26][cH:27]2)[CH2:6][CH2:7]1. Yields the product COC(=O)C(Cc1cc(C)c2[nH]ncc2c1)NC(=O)N1CCC(N2Cc3ccccc3NC2=O)CC1. Starting materials: CN(C)C=O, CCN(C(C)C)C(C)C, COC(=O)C(N)Cc1cc(C)c2[nH]ncc2c1, O=C1Nc2ccccc2CN1C1CCNCC1. As a reaction SMILES: [CH3:44][N:45]([CH:46]=[O:47])[CH3:48].[CH:18]([N:19]([CH:20]([CH3:21])[CH3:22])[CH2:23][CH3:24])([CH3:25])[CH3:26].[NH2:1][CH:2]([C:3](=[O:4])[O:5][CH3:6])[CH2:7][c:8]1[cH:9][c:10]2[cH:11][n:12][nH:13][c:14]2[c:15]([CH3:17])[cH:16]1.[NH:27]1[CH2:28][CH2:29][CH:30]([N:33]2[C:34](=[O:43])[NH:35][c:36]3[cH:37][cH:38][cH:39][cH:40][c:41]3[CH2:42]2)[CH2:31][CH2:32]1>>[NH:1]([CH:2]([C:3](=[O:4])[O:5][CH3:6])[CH2:7][c:8]1[cH:9][c:10]2[cH:11][n:12][nH:13][c:14]2[c:15]([CH3:17])[cH:16]1)[C:46]([N:27]1[CH2:28][CH2:29][CH:30]([N:33]2[C:34](=[O:43])[NH:35][c:36]3[cH:37][cH:38][cH:39][cH:40][c:41]3[CH2:42]2)[CH2:31][CH2:32]1)=[O:47]. Reactants: C(CCC)[Li] (n-butyl lithium), BrC1=C(C=C(C(=C1)F)F)OC (2-bromo-4,5-difluoro-anisole), CON(C(=O)C=1C(=NC(=NC1)SCC)N)C (4-amino-2-ethylsulfanyl-pyrimidine-5-carboxylic acid methoxy-methyl-amide). The solvent is CCCCC.O1CCCC1 (pentane tetrahydrofuran), O1CCCC1 (tetrahydrofuran). Run at temperature -72 celsius, time 10 minute. Yields the product NC1=NC(=NC=C1C(=O)C1=C(C=C(C(=C1)F)F)OC)SCC ((4-Amino-2-ethylsulfanyl-pyrimidin-5-yl)-(4,5-difluoro-2-methoxy-phenyl)-methanone). RXN SMILES: Br[C:2]1[CH:7]=[C:6]([F:8])[C:5]([F:9])=[CH:4][C:3]=1[O:10][CH3:11].C([Li])CCC.CON(C)[C:20]([C:22]1[C:23]([NH2:31])=[N:24][C:25]([S:28][CH2:29][CH3:30])=[N:26][CH:27]=1)=[O:21]>CCCCC.O1CCCC1.O1CCCC1>[NH2:31][C:23]1[C:22]([C:20]([C:2]2[CH:7]=[C:6]([F:8])[C:5]([F:9])=[CH:4][C:3]=2[O:10][CH3:11])=[O:21])=[CH:27][N:26]=[C:25]([S:28][CH2:29][CH3:30])[N:24]=1 |f:3.4|. Procedure details: A solution of 2-bromo-4,5-difluoro-anisole (1.95 g, 8.75 mmol, Astatech) in a mixture of pentane/tetrahydrofuran (5 mL/17 mL) was cooled to −72° C. and treated with n-butyl lithium (2.5 M in hexane, 3.6 mL, 9.0 mmol). After stirring for 10 minutes, a solution of 4-amino-2-ethylsulfanyl-pyrimidine-5-carboxylic acid methoxy-methyl-amide (0.78 g, 3.21 mmol, Example 1) in tetrahydrofuran (3 mL) was added. The temperature was slowly raised to −35° C. for ˜2 hours. The reaction was quenched at −35° C....